From a dataset of the Open Reaction Database (ORD), a public repository of structured organic reaction records. describe an organic reaction: reactants, conditions, products, and yield Starting materials: C(C)OC1=C(C(=O)O)C=CC=N1 (2-Ethoxynicotinic Acid), C([O-])([O-])=O.[Cs+].[Cs+] (cesium carbonate), C(C)I (ethyl iodide). The solvent is CN(C=O)C (N,N-dimethylformamide). Conditions: time 2 hour. The product is C(C)OC1=C(C(=O)OCC)C=CC=N1 (Ethyl 2-ethoxynicotinate). RXN SMILES: [CH2:1]([O:3][C:4]1[N:12]=[CH:11][CH:10]=[CH:9][C:5]=1[C:6]([OH:8])=[O:7])[CH3:2].C(=O)([O-])[O-].[Cs+].[Cs+].[CH2:19](I)[CH3:20]>CN(C)C=O>[CH2:1]([O:3][C:4]1[N:12]=[CH:11][CH:10]=[CH:9][C:5]=1[C:6]([O:8][CH2:19][CH3:20])=[O:7])[CH3:2] |f:1.2.3|. Reported procedure: A suspension of the compound prepared in Example 284 (1.3 g) and cesium carbonate (2.53 g) in N,N-dimethylformamide (15 mL) was stirred at room temperature for 2 hours and then treated with ethyl iodide (0.62 mL) at room temperature, and stirring continued for 18 hours. The solvent was evaporated in vacuo and the residue partitioned between ethyl acetate and saturated aqueous solution of sodium bicarbonate. The combined organic extracts were washed with brine, dried and evaporated in vacuo to a ... Product: CC1(CC#N)CCOc2ccccc21. As a reaction SMILES: [CH3:1][O:2][C:3]([CH:4]([C:5]1([CH3:15])[CH2:6][CH2:7][O:8][c:9]2[cH:10][cH:11][cH:12][cH:13][c:14]21)[C:16]#[N:17])=[O:18].[CH3:21][S:22]([CH3:23])=[O:24].[Cl-:20].[Na+:19].[OH2:25]>>[CH2:4]([C:5]1([CH3:15])[CH2:6][CH2:7][O:8][c:9]2[cH:10][cH:11][cH:12][cH:13][c:14]21)[C:16]#[N:17]. Reactants: COC(=O)C(C#N)C1(C)CCOc2ccccc21, CS(C)=O, [Cl-], [Na+], O. The reactants are [N-]=[N+]=[N-].[Na+] (Sodium azide), [Cl-].[NH4+] (ammonium chloride), ClC=1C=C2C(=CC=NC2=CC1)CN1N=C2N(C(N(C(C2=C1C1=CC(=CN1C)C#N)=O)C)=O)CC1CC1 (5-[2-[(6-chloro-4-quinolinyl)methyl]-7-(cyclopropylmethyl)-4,5,6,7-tetrahydro-5-methyl-4,6-dioxo-2H-pyrazolo[3,4-d]pyrimidin-3-yl]-1-methyl-1H-pyrrole-3-carbonitrile). Run in CN(C=O)C (dimethylformamide). Conditions: temperature 120 celsius. The product is ClC=1C=C2C(=CC=NC2=CC1)CN1N=C2N(C(N(C(C2=C1C=1N(C=C(C1)C1=NN=NN1)C)=O)C)=O)CC1CC1 (2-[(6-chloroquinolin-4-yl)methyl]-7-(cyclopropylmethyl)-5-methyl-3-[-1-methyl-4-(1H-tetrazol-5-yl)-1H-pyrrol-2-yl]-2H-pyrazolo[3,4-d]-pyrimidine-4,6(5H,7H)-dione). The yield is 64.3%. Reaction SMILES: [N-:1]=[N+:2]=[N-:3].[Na+].[Cl-].[NH4+].[Cl:7][C:8]1[CH:9]=[C:10]2[C:15](=[CH:16][CH:17]=1)[N:14]=[CH:13][CH:12]=[C:11]2[CH2:18][N:19]1[C:27]([C:28]2[N:32]([CH3:33])[CH:31]=[C:30]([C:34]#[N:35])[CH:29]=2)=[C:26]2[C:21]([N:22]([CH2:39][CH:40]3[CH2:42][CH2:41]3)[C:23](=[O:38])[N:24]([CH3:37])[C:25]2=[O:36])=[N:20]1>CN(C)C=O>[Cl:7][C:8]1[CH:9]=[C:10]2[C:15](=[CH:16][CH:17]=1)[N:14]=[CH:13][CH:12]=[C:11]2[CH2:18][N:19]1[C:27]([C:28]2[N:32]([CH3:33])[CH:31]=[C:30]([C:34]3[NH:35][N:3]=[N:2][N:1]=3)[CH:29]=2)=[C:26]2[C:21]([N:22]([CH2:39][CH:40]3[CH2:42][CH2:41]3)[C:23](=[O:38])[N:24]([CH3:37])[C:25]2=[O:36])=[N:20]1 |f:0.1,2.3|. Reported procedure: Sodium azide (0.054 g) and ammonium chloride (0.044 g) were added to a solution of 5-[2-[(6-chloro-4-quinolinyl)methyl]-7-(cyclopropylmethyl)-4,5,6,7-tetrahydro-5-methyl-4,6-dioxo-2H-pyrazolo[3,4-d]pyrimidin-3-yl]-1-methyl-1H-pyrrole-3-carbonitrile (0.083 g) in dimethylformamide (5 ml) at 0° C. The mixture was heated at 120° C. for 31 hour. The crude reaction was purified on preparative HPLC to give the title compound (0.058 g). Mass: 543.08 (M+H). Reactants: FC(C(=O)O)(F)F (trifluoroacetic acid), C(CN)N (ethylenediamine), FC([C@@H](C)NC(=O)C1=CN(C2=NC=C(N=C21)C2=NN(C1=CC(=CC=C21)F)C)COCC[Si](C)(C)C)(CC2=CC=CC=C2)F (2-(6-fluoro-1-methyl-1H-indazol-3-yl)-5-(2-trimethylsilanylethoxymethyl)-5H-pyrrolo[2,3-b]pyrazine-7-carboxylic acid ((R)-2,2-difluoro-1-methyl-3-phenyl-propyl)-amide). Run in ClCCl (dichloromethane). Conditions: time 2 hour. The product is FC([C@@H](C)NC(=O)C1=CNC2=NC=C(N=C21)C2=NN(C1=CC(=CC=C21)F)C)(CC2=CC=CC=C2)F (2-(6-fluoro-1-methyl-1H-indazol-3-yl)-5H-pyrrolo[2,3-b]pyrazine-7-carboxylic acid ((R)-2,2-difluoro-1-methyl-3-phenyl-propyl)-amide). Yield: 70.0%. RXN SMILES: FC(F)(F)C(O)=O.C(N)CN.[F:12][C:13]([F:54])([CH2:47][C:48]1[CH:53]=[CH:52][CH:51]=[CH:50][CH:49]=1)[C@H:14]([NH:16][C:17]([C:19]1[C:27]2[C:22](=[N:23][CH:24]=[C:25]([C:28]3[C:36]4[C:31](=[CH:32][C:33]([F:37])=[CH:34][CH:35]=4)[N:30]([CH3:38])[N:29]=3)[N:26]=2)[N:21](COCC[Si](C)(C)C)[CH:20]=1)=[O:18])[CH3:15]>ClCCl>[F:54][C:13]([F:12])([CH2:47][C:48]1[CH:53]=[CH:52][CH:51]=[CH:50][CH:49]=1)[C@H:14]([NH:16][C:17]([C:19]1[C:27]2[C:22](=[N:23][CH:24]=[C:25]([C:28]3[C:36]4[C:31](=[CH:32][C:33]([F:37])=[CH:34][CH:35]=4)[N:30]([CH3:38])[N:29]=3)[N:26]=2)[NH:21][CH:20]=1)=[O:18])[CH3:15]. Procedure details: In a round-bottomed flask, 2-(6-fluoro-1-methyl-1H-indazol-3-yl)-5-(2-trimethylsilanylethoxymethyl)-5H-pyrrolo[2,3-b]pyrazine-7-carboxylic acid ((R)-2,2-difluoro-1-methyl-3-phenyl-propyl)-amide (133 mg, 0.21 mmol was dissolved in dichloromethane (1.1 ml) and trifluoroacetic acid (0.64 ml, 8.3 mmol) was added. The reaction mixture was stirred at room temperature for 2 h then concentrated. The residue was dissolved in dichloromethane (1.1 ml) and ethylenediamine (0.84 ml, 12.4 mmol) was added. The... The reactants are Cl.NO (hydroxylamine hydrochloride), C(C)OC(CC(CCCCCCCCCCC)=O)=O (dodecanoylacetic acid ethylester). The product is C(CCCCCCCCCC)C1=CC(=NO1)O (5-undecyl-3-hydroxyisoxazole). Reaction SMILES: Cl.[NH2:2]O.C([O:6][C:7](=O)[CH2:8][C:9](=[O:21])[CH2:10][CH2:11][CH2:12][CH2:13][CH2:14][CH2:15][CH2:16][CH2:17][CH2:18][CH2:19][CH3:20])C>>[CH2:10]([C:9]1[O:21][N:2]=[C:7]([OH:6])[CH:8]=1)[CH2:11][CH2:12][CH2:13][CH2:14][CH2:15][CH2:16][CH2:17][CH2:18][CH2:19][CH3:20] |f:0.1|. Procedure details: The above-identified compound was synthesized according to the process of (Example 1) using hydroxylamine hydrochloride and dodecanoylacetic acid ethylester as raw materials. The reactants are COc1ccc(CSC2CC(C(=O)N(C)NC(=O)OC(C)(C)C)N(S(=O)(=O)c3ccc4ccccc4c3)C2)cc1, ClCCl, O=C(O)C(F)(F)F. Yields the product COc1ccc(CSC2CC(C(=O)N(C)N)N(S(=O)(=O)c3ccc4ccccc4c3)C2)cc1. Reaction SMILES: [C:1]([O:2][C:3](=[O:4])[NH:8][N:9]([CH3:10])[C:11](=[O:12])[CH:13]1[N:14]([S:28](=[O:29])(=[O:30])[c:31]2[cH:32][c:33]3[cH:34][cH:35][cH:36][cH:37][c:38]3[cH:39][cH:40]2)[CH2:15][CH:16]([S:18][CH2:19][c:20]2[cH:21][cH:22][c:23]([O:26][CH3:27])[cH:24][cH:25]2)[CH2:17]1)([CH3:5])([CH3:6])[CH3:7].[Cl:48][CH2:49][Cl:50].[F:41][C:42]([F:43])([F:44])[C:45]([OH:46])=[O:47]>>[NH2:8][N:9]([CH3:10])[C:11](=[O:12])[CH:13]1[N:14]([S:28](=[O:29])(=[O:30])[c:31]2[cH:32][c:33]3[cH:34][cH:35][cH:36][cH:37][c:38]3[cH:39][cH:40]2)[CH2:15][CH:16]([S:18][CH2:19][c:20]2[cH:21][cH:22][c:23]([O:26][CH3:27])[cH:24][cH:25]2)[CH2:17]1.